Dataset: the Open Reaction Database (ORD), a public repository of structured organic reaction records. Task: describe an organic reaction: reactants, conditions, products, and yield Reactants: CN(C)CCNc1ccc(-n2ccn(-c3ccc(Oc4ccccc4)cc3)c2=O)cc1[N+](=O)[O-], CC(=O)O, ClCCl, [Zn]. RXN SMILES: [CH3:1][N:2]([CH2:3][CH2:4][NH:5][c:6]1[c:7]([N+:31]([O-:32])=[O:33])[cH:8][c:9](-[n:12]2[c:13](=[O:30])[n:14](-[c:17]3[cH:18][cH:19][c:20]([O:23][c:24]4[cH:25][cH:26][cH:27][cH:28][cH:29]4)[cH:21][cH:22]3)[cH:15][cH:16]2)[cH:10][cH:11]1)[CH3:34].[CH3:38][C:39](=[O:40])[OH:41].[Cl:35][CH2:36][Cl:37].[Zn:42]>>[CH3:1][N:2]([CH2:3][CH2:4][NH:5][c:6]1[c:7]([NH2:31])[cH:8][c:9](-[n:12]2[c:13](=[O:30])[n:14](-[c:17]3[cH:18][cH:19][c:20]([O:23][c:24]4[cH:25][cH:26][cH:27][cH:28][cH:29]4)[cH:21][cH:22]3)[cH:15][cH:16]2)[cH:10][cH:11]1)[CH3:34]. The product is CN(C)CCNc1ccc(-n2ccn(-c3ccc(Oc4ccccc4)cc3)c2=O)cc1N. The reactants are Cl.C1(CC2=CC=CC3=CC=CC1=C23)N2CCC3(C(NCN3C3=CC=CC=C3)=O)CC2 ((RS)-8-(acenaphthen-1-yl)-1-phenyl-1,3,8-triazaspiro[4.5]decan-4-one hydrochloride), CI (methyl iodide). Product: Cl.C1(CC2=CC=CC3=CC=CC1=C23)N2CCC3(C(N(CN3C3=CC=CC=C3)C)=O)CC2 ((RS)-8-(Acenaphthen-1-yl)-3-methyl-1-phenyl-1,3,8-triaza-spiro[4.5]decan-4-one hydrochloride). As a reaction SMILES: [ClH:1].[CH:2]1([N:14]2[CH2:30][CH2:29][C:17]3([N:21]([C:22]4[CH:27]=[CH:26][CH:25]=[CH:24][CH:23]=4)[CH2:20][NH:19][C:18]3=[O:28])[CH2:16][CH2:15]2)[C:12]2=[C:13]3[C:8](=[CH:9][CH:10]=[CH:11]2)[CH:7]=[CH:6][CH:5]=[C:4]3[CH2:3]1.[CH3:31]I>>[ClH:1].[CH:2]1([N:14]2[CH2:15][CH2:16][C:17]3([N:21]([C:22]4[CH:23]=[CH:24][CH:25]=[CH:26][CH:27]=4)[CH2:20][N:19]([CH3:31])[C:18]3=[O:28])[CH2:29][CH2:30]2)[C:12]2=[C:13]3[C:8](=[CH:9][CH:10]=[CH:11]2)[CH:7]=[CH:6][CH:5]=[C:4]3[CH2:3]1 |f:0.1,3.4|. Procedure: The title compound, light brown solid, m.p.>185° C. (dec.) and MS: m/e=398.3 (M+H+) was prepared in accordance with the general method of example 4 from (RS)-8-(acenaphthen-1-yl)-1-phenyl-1,3,8-triazaspiro[4.5]decan-4-one hydrochloride (1:1) and methyl iodide. Starting materials: [Al+3], CCCCCCCCCCCCCCOc1cccc(C(=O)O)c1, [H-], [H-], [H-], [H-], [Li+], C1CCOC1. Product: CCCCCCCCCCCCCCOc1cccc(CO)c1. As a reaction SMILES: [Al+3:26].[CH2:1]([CH2:2][CH2:3][CH2:4][CH2:5][CH2:6][CH2:7][CH2:8][CH2:9][CH2:10][CH2:11][CH2:12][CH2:13][CH3:14])[O:15][c:16]1[cH:17][c:18]([C:19](=[O:20])[OH:21])[cH:22][cH:23][cH:24]1.[H-:25].[H-:28].[H-:29].[H-:30].[Li+:27].[O:31]1[CH2:32][CH2:33][CH2:34][CH2:35]1>>[CH2:1]([CH2:2][CH2:3][CH2:4][CH2:5][CH2:6][CH2:7][CH2:8][CH2:9][CH2:10][CH2:11][CH2:12][CH2:13][CH3:14])[O:15][c:16]1[cH:17][c:18]([CH2:19][OH:20])[cH:22][cH:23][cH:24]1. Reactants: BrC1=C(C=C(C=C1)O)F (4-bromo-3-fluorophenol), FC=1C=C(C=C(C1F)F)OB(O)O (3,4,5-trifluorophenyl-boric acid), C([O-])([O-])=O.[Na+].[Na+] (sodium carbonate), mixed solvent, C(OC)COC.O (dimethoxyethane water). The reagents and catalysts are C=1C=CC(=CC1)[P](C=2C=CC=CC2)(C=3C=CC=CC3)[Pd]([P](C=4C=CC=CC4)(C=5C=CC=CC5)C=6C=CC=CC6)([P](C=7C=CC=CC7)(C=8C=CC=CC8)C=9C=CC=CC9)[P](C=1C=CC=CC1)(C=1C=CC=CC1)C=1C=CC=CC1 (tetrakis(triphenylphosphine)palladium). Solvent: C1(=CC=CC=C1)C (toluene). Reaction conditions: temperature 80 celsius, time 4 hour. The product is FC=1C=C(C=CC1C1=CC(=C(C(=C1)F)F)F)O (3-fluoro-4-(3,4,5-trifluorophenyl)phenol). Isolated yield 81.5%. RXN SMILES: Br[C:2]1[CH:7]=[CH:6][C:5]([OH:8])=[CH:4][C:3]=1[F:9].[F:10][C:11]1[CH:12]=[C:13](OB(O)O)[CH:14]=[C:15]([F:18])[C:16]=1[F:17].C(=O)([O-])[O-].[Na+].[Na+].C(COC)OC.O>C1C=CC([P]([Pd]([P](C2C=CC=CC=2)(C2C=CC=CC=2)C2C=CC=CC=2)([P](C2C=CC=CC=2)(C2C=CC=CC=2)C2C=CC=CC=2)[P](C2C=CC=CC=2)(C2C=CC=CC=2)C2C=CC=CC=2)(C2C=CC=CC=2)C2C=CC=CC=2)=CC=1.C1(C)C=CC=CC=1>[F:9][C:3]1[CH:4]=[C:5]([OH:8])[CH:6]=[CH:7][C:2]=1[C:13]1[CH:12]=[C:11]([F:10])[C:16]([F:17])=[C:15]([F:18])[CH:14]=1 |f:2.3.4,5.6,^1:39,41,60,79|. Procedure: At first, 75.0 g of 4-bromo-3-fluorophenol (S3-1), 82.9 g 3,4,5-trifluorophenyl-boric acid (S3-2), 13.6 g of tetrakis(triphenylphosphine)palladium, 108.5 g of sodium carbonate and 1100 ml of a mixed solvent of dimethoxyethane/water=2/1 (volume ratio) were added into a reactor under nitrogen atmosphere, and the mixture was heated to 80° C. and stirred for 4 hr. Next, the reaction solution was cooled to room temperature, added with toluene and then washed with 1N hydrochloric acid and water. After... The reactants are C(C)NCCC1=CC=C(C=C1)O (N-ethyl-p-hydroxyphenethylamine), CO (methanol), C(=O)(N1C=NC=C1)N1C=NC=C1 (1,1′-carbonyldiimidazole), C(=O)O (formic acid). The solvent is O1CCCC1 (tetrahydrofuran), O1CCCC1 (tetrahydrofuran). Conditions: temperature 0 celsius, time 30 minute. Product: C(=O)C=1C=C(CCNCC)C=CC1O (M-formyl-N-ethyl-p-hydroxyphenethylamine). The yield is 68.3%. RXN SMILES: C(N1C=CN=C1)(N1C=CN=C1)=O.[CH:13]([OH:15])=O.[CH2:16]([NH:18][CH2:19][CH2:20][C:21]1[CH:26]=[CH:25][C:24]([OH:27])=[CH:23][CH:22]=1)[CH3:17].CO>O1CCCC1>[CH:24]([C:23]1[CH:22]=[C:21]([CH:26]=[CH:25][C:13]=1[OH:15])[CH2:20][CH2:19][NH:18][CH2:16][CH3:17])=[O:27]. Procedure details: To a suspension of 1,1′-carbonyldiimidazole (326 mmole, 52.81 g) in tetrahydrofuran (164 ml) cooled to 0° C., was added dropwise 96% formic acid (326 mmole, 14.99 g) over a 26 minute period. Reaction stirred at 0° C. for 30 minutes then a light suspension of N-ethyl-p-hydroxyphenethylamine (102 mmole, 16.88 g) in tetrahydrofuran (66 ml) was added over a 10 minute period. Reaction then stirred at 22° C. for 170 minutes before being treated with methanol (10 ml). After stirring for 90 minutes, rea... The reactants are ClC1=C(C(=O)Cl)C=CC(=C1)Cl (2,4-dichlorobenzoyl chloride), C(CC)[Mg]Cl (n-propyl magnesium chloride). Reagents/catalysts: [Cu]I (copper (I) iodide). Run in C1CCOC1 (THF). Conditions: temperature -20 celsius, time 1 hour. The product is ClC1=C(C=CC(=C1)Cl)C(CCC)=O (1-(2,4-dichlorophenyl)butan-1-one). As a reaction SMILES: [Cl:1][C:2]1[CH:10]=[C:9]([Cl:11])[CH:8]=[CH:7][C:3]=1[C:4](Cl)=[O:5].[CH2:12]([Mg]Cl)[CH2:13][CH3:14]>C1COCC1.[Cu]I>[Cl:1][C:2]1[CH:10]=[C:9]([Cl:11])[CH:8]=[CH:7][C:3]=1[C:4](=[O:5])[CH2:12][CH2:13][CH3:14]. Reported procedure: A mixture of 2,4-dichlorobenzoyl chloride (4.5 g) and copper (I) iodide (200 mg) in dry THF (30 ml) was cooled to −20° C. under argon. Then a solution of n-propyl magnesium chloride (2 M in ether, 11.0 ml) was added dropwise. Ten minutes after addition was complete, the cooling bath was removed and the mixture stirred for 1 hour. Water was carefully added, followed by extraction with toluene. The toluene layer was washed with dilute HCl, water, saturated sodium bicarbonate solution, dried and co...